Dataset: the Open Reaction Database (ORD), a public repository of structured organic reaction records. Task: describe an organic reaction: reactants, conditions, products, and yield The reactants are Nc1nc(Cl)c2ccn(Cc3ccccc3)c2n1, Cn1ccccc1=O, [H-], [Na+], O, Cc1cc(C#N)cc(C)c1O. Yields the product Cc1cc(C#N)cc(C)c1Oc1nc(N)nc2c1ccn2Cc1ccccc1. As a reaction SMILES: [CH2:14]([c:15]1[cH:16][cH:17][cH:18][cH:19][cH:20]1)[n:21]1[cH:22][cH:23][c:24]2[c:25]1[n:26][c:27]([NH2:31])[n:28][c:29]2[Cl:30].[CH3:33][n:34]1[cH:35][cH:36][cH:37][cH:38][c:39]1=[O:40].[H-:13].[Na+:12].[OH2:32].[OH:1][c:2]1[c:3]([CH3:11])[cH:4][c:5]([C:6]#[N:7])[cH:8][c:9]1[CH3:10]>>[O:1]([c:2]1[c:3]([CH3:11])[cH:4][c:5]([C:6]#[N:7])[cH:8][c:9]1[CH3:10])[c:29]1[c:24]2[cH:23][cH:22][n:21]([CH2:14][c:15]3[cH:16][cH:17][cH:18][cH:19][cH:20]3)[c:25]2[n:26][c:27]([NH2:31])[n:28]1. Reactants: CC1(COC1=O)C (pivalolactone), O1CCCC1 (tetrahydrofuran), resultant mixture, CC1(COC1=O)C (pivalolactone). Run at time 0.5 hour. The product is CC1(COC1=O)C.C=CC(C)=C.CC1(COC1=O)C (Pivalolactone Isoprene Pivalolactone). As a reaction SMILES: [CH3:1][C:2]1([CH3:7])[C:5](=[O:6])[O:4][CH2:3]1.O1[CH2:12][CH2:11][CH2:10][CH2:9]1>>[CH3:1][C:2]1([CH3:7])[C:5](=[O:6])[O:4][CH2:3]1.[CH2:9]=[CH:10][C:11](=[CH2:12])[CH3:1].[CH3:1][C:2]1([CH3:7])[C:5](=[O:6])[O:4][CH2:3]1 |f:2.3.4|. Procedure details: After 0.5 hour at 60° C., the solution was cooled to room temperature and 5.5 ml of pivalolactone was added. The resultant mixture was warmed slightly, and in about 15 minutes gelation occurred and it became too viscous to stir. It was let stand at room temperature overnight, and then was mixed with 250 ml of tetrahydrofuran. The mixture was transferred to a blender, and after being blended it was centrifuged. Extraction with THF showed no homopolyisoprene. The mixture was finally processed in a...